The task is: describe an organic reaction: reactants, conditions, products, and yield. This data is from the Open Reaction Database (ORD), a public repository of structured organic reaction records. Reactants: ClS(=O)(=O)C1=CC=C(C(=O)OC)C=C1 (methyl 4-(chlorosulfonyl)benzoate), NCC=1C=C2C=NN(C2=CC1)CC(C)(O)C (1-(5-(aminomethyl)-1H-indazol-1-yl)-2-methylpropan-2-ol). Yields the product OC(CN1N=CC2=CC(=CC=C12)CNS(=O)(=O)C1=CC=C(C(=O)OC)C=C1)(C)C (Methyl 4-(N-((1-(2-hydroxy-2-methylpropyl)-1H-indazol-5-yl)methyl)sulfamoyl)benzoate). RXN SMILES: Cl[S:2]([C:5]1[CH:14]=[CH:13][C:8]([C:9]([O:11][CH3:12])=[O:10])=[CH:7][CH:6]=1)(=[O:4])=[O:3].[NH2:15][CH2:16][C:17]1[CH:18]=[C:19]2[C:23](=[CH:24][CH:25]=1)[N:22]([CH2:26][C:27]([CH3:30])([OH:29])[CH3:28])[N:21]=[CH:20]2>>[OH:29][C:27]([CH3:30])([CH3:28])[CH2:26][N:22]1[C:23]2[C:19](=[CH:18][C:17]([CH2:16][NH:15][S:2]([C:5]3[CH:14]=[CH:13][C:8]([C:9]([O:11][CH3:12])=[O:10])=[CH:7][CH:6]=3)(=[O:4])=[O:3])=[CH:25][CH:24]=2)[CH:20]=[N:21]1. Procedure details: The titled compound was prepared according to the procedure described in step-1 of Example 1 from methyl 4-(chlorosulfonyl)benzoate and 1-(5-(aminomethyl)-1H-indazol-1-yl)-2-methylpropan-2-ol (step-2 of Example 22). The product is CC(=O)Nc1ccccc1Oc1ccc2[nH]ncc2c1. Reaction SMILES: [CH3:1][C:2](=[O:3])[O:4][C:5](=[O:6])[CH3:7].[Na+:25].[OH:26][C:27](=[O:28])[O-:29].[cH:30]1[cH:31][cH:32][n:33][cH:34][cH:35]1.[nH:8]1[n:9][cH:10][c:11]2[cH:12][c:13]([O:17][c:18]3[c:19]([NH2:20])[cH:21][cH:22][cH:23][cH:24]3)[cH:14][cH:15][c:16]12>>[CH3:1][C:2](=[O:3])[NH:20][c:19]1[c:18]([O:17][c:13]2[cH:12][c:11]3[cH:10][n:9][nH:8][c:16]3[cH:15][cH:14]2)[cH:24][cH:23][cH:22][cH:21]1. Reactants: CC(=O)OC(C)=O, [Na+], O=C([O-])O, c1ccncc1, Nc1ccccc1Oc1ccc2[nH]ncc2c1. Starting materials: Cl.ClCC(=O)NC=1C=NC2=CC=CN=C2C1NCCCNC(OC(C)(C)C)=O (tert-butyl 3-({3-[(chloroacetyl)amino][1,5]naphthyridin-4-yl}amino)propylcarbamate hydrochloride), C([O-])([O-])=O.[K+].[K+] (potassium carbonate). Solvent: C(C)O.O (ethanol water). Reaction conditions: temperature 40 celsius, time 1.5 hour. Product: ClCC=1N(C2=C(C=NC=3C=CC=NC23)N1)CCCNC(OC(C)(C)C)=O (tert-butyl 3-[2-(chloromethyl)-1H-imidazo[4,5-c][1,5]naphthyridin-1-yl]propylcarbamate). The yield is 87.3%. Reaction SMILES: Cl.[Cl:2][CH2:3][C:4]([NH:6][C:7]1[CH:8]=[N:9][C:10]2[C:15]([C:16]=1[NH:17][CH2:18][CH2:19][CH2:20][NH:21][C:22](=[O:28])[O:23][C:24]([CH3:27])([CH3:26])[CH3:25])=[N:14][CH:13]=[CH:12][CH:11]=2)=O.C(=O)([O-])[O-].[K+].[K+]>C(O)C.O>[Cl:2][CH2:3][C:4]1[N:17]([CH2:18][CH2:19][CH2:20][NH:21][C:22](=[O:28])[O:23][C:24]([CH3:27])([CH3:26])[CH3:25])[C:16]2[C:15]3[N:14]=[CH:13][CH:12]=[CH:11][C:10]=3[N:9]=[CH:8][C:7]=2[N:6]=1 |f:0.1,2.3.4,5.6|. Procedure: To a solution of tert-butyl 3-({3-[(chloroacetyl)amino][1,5]naphthyridin-4-yl}amino)propylcarbamate hydrochloride (from Part C, approximately 57.6 mmol) in 3:1 ethanol/water (240 mL) was added 6 M aqueous potassium carbonate. The reaction mixture was stirred at room temperature for 1 hour, 40° C. for 1.5 hour, then at room temperature overnight. The volatiles were removed under reduced pressure and the residue was partitioned between dichloromethane (250 mL) and water (150 mL). The aqueous layer... The reactants are CCOC(=O)C(Br)C(=O)OCC, CC#N, [K+], [K+], O=C(NCC1CCCN1)OCc1ccccc1, O=C([O-])[O-]. Product: CCOC(=O)C(C(=O)OCC)N1CCCC1CNC(=O)OCc1ccccc1. As a reaction SMILES: [Br:24][CH:25]([C:26](=[O:27])[O:28][CH2:29][CH3:30])[C:31](=[O:32])[O:33][CH2:34][CH3:35].[CH3:36][C:37]#[N:38].[K+:18].[K+:19].[NH:1]1[CH:2]([CH2:6][NH:7][C:8]([O:9][CH2:10][c:11]2[cH:12][cH:13][cH:14][cH:15][cH:16]2)=[O:17])[CH2:3][CH2:4][CH2:5]1.[O-:20][C:21]([O-:22])=[O:23]>>[N:1]1([CH:25]([C:26](=[O:27])[O:28][CH2:29][CH3:30])[C:31](=[O:32])[O:33][CH2:34][CH3:35])[CH:2]([CH2:6][NH:7][C:8]([O:9][CH2:10][c:11]2[cH:12][cH:13][cH:14][cH:15][cH:16]2)=[O:17])[CH2:3][CH2:4][CH2:5]1.